Dataset: the Open Reaction Database (ORD), a public repository of structured organic reaction records. Task: describe an organic reaction: reactants, conditions, products, and yield Reactants: N1=CC=C(C=C1)CCl (4-picolyl chloride), Cl (HCl), ClC=1C=C(C=CC1)C1=CNC(C=2C=CC=NC12)=O (8-(3-chlorophenyl)-1,6-naphthyridin-5-one), C([O-])([O-])=O.[K+].[K+] (potassium carbonate). The solvent is CN(C)C=O (DMF), O (water). Reaction conditions: time 1 hour. Product: N1=CC=C(C=C1)CN1C(C=2C=CC=NC2C(=C1)C1=CC(=CC=C1)Cl)=O (6-(4-pyridylmethyl)-8-(3-chlorophenyl)-1,6-naphthyridin-5-one). Isolated yield 48.0%. Reaction SMILES: [Cl:1][C:2]1[CH:3]=[C:4]([C:8]2[C:17]3[N:16]=[CH:15][CH:14]=[CH:13][C:12]=3[C:11](=[O:18])[NH:10][CH:9]=2)[CH:5]=[CH:6][CH:7]=1.C(=O)([O-])[O-].[K+].[K+].[N:25]1[CH:30]=[CH:29][C:28]([CH2:31]Cl)=[CH:27][CH:26]=1.Cl>CN(C=O)C.O>[N:25]1[CH:30]=[CH:29][C:28]([CH2:31][N:10]2[CH:9]=[C:8]([C:4]3[CH:5]=[CH:6][CH:7]=[C:2]([Cl:1])[CH:3]=3)[C:17]3[N:16]=[CH:15][CH:14]=[CH:13][C:12]=3[C:11]2=[O:18])=[CH:27][CH:26]=1 |f:1.2.3|. Reported procedure: To a suspension of 8-(3-chlorophenyl)-1,6-naphthyridin-5-one (128 mg, 0.5 mmoles) and potassium carbonate (346 mg, 2.5 mmoles) in 20 ml DMF was added solid 4-picolyl chloride.HCl (164 mg, 1.0 mmole) under an atmosphere of nitrogen and stirred overnight at 21° C. The reaction mixture was poured into 100 ml water and after stirring for one hour the white precipitate was collected and dried. Crystallization from methanol gave 84 mg (48% yield) of the desired 6-(4-pyridylmethyl)-8-(3-chlorophenyl)-1... The reactants are O=S(=O)(O)Cl, ClCCl, O, CC(=O)NC1CCCC1c1ccccc1. Yields the product CC(=O)NC1CCCC1c1ccc(S(=O)(=O)Cl)cc1. RXN SMILES: [Cl:16][S:17](=[O:18])(=[O:19])[OH:20].[Cl:22][CH2:23][Cl:24].[OH2:21].[c:1]1([CH:7]2[CH:8]([NH:12][C:13]([CH3:14])=[O:15])[CH2:9][CH2:10][CH2:11]2)[cH:2][cH:3][cH:4][cH:5][cH:6]1>>[c:1]1([CH:7]2[CH:8]([NH:12][C:13]([CH3:14])=[O:15])[CH2:9][CH2:10][CH2:11]2)[cH:2][cH:3][c:4]([S:17]([Cl:16])(=[O:18])=[O:19])[cH:5][cH:6]1. The reactants are O=C([O-])[O-], CN(C)C=O, [K+], [K+], COc1cc(OC)nc(S(C)(=O)=O)n1, O, O=C(O)c1cccnc1S. Yields the product COc1cc(OC)nc(Sc2ncccc2C(=O)O)n1. RXN SMILES: [C:25](=[O:26])([O-:27])[O-:28].[CH3:31][N:32]([CH3:33])[CH:34]=[O:35].[K+:29].[K+:30].[O:11]([CH3:12])[c:13]1[n:14][c:15]([S:21]([CH3:22])(=[O:23])=[O:24])[n:16][c:17]([O:19][CH3:20])[cH:18]1.[OH2:36].[SH:1][c:2]1[c:3]([C:4](=[O:5])[OH:6])[cH:7][cH:8][cH:9][n:10]1>>[S:1]([c:2]1[c:3]([C:4](=[O:5])[OH:6])[cH:7][cH:8][cH:9][n:10]1)[c:15]1[n:14][c:13]([O:11][CH3:12])[cH:18][c:17]([O:19][CH3:20])[n:16]1. Reactants: N(=O)[O-].[Na+] (sodium nitrite), ClC1=CC(=C(S1)S(N)(=O)=O)C(=O)NN (5-chloro-2-sulfamoylthiophene-3-carbohydrazide). Solvent: O (water), Cl (hydrochloric acid). Reaction conditions: time 15 minute. The product is ClC1=CC(=C(S1)S(N)(=O)=O)C(=O)N=[N+]=[N-] (5-Chloro-2-sulfamoyl-3-thenoyl azide). The yield is 95.2%. RXN SMILES: [N:1]([O-])=O.[Na+].[Cl:5][C:6]1[S:10][C:9]([S:11](=[O:14])(=[O:13])[NH2:12])=[C:8]([C:15]([NH:17][NH2:18])=[O:16])[CH:7]=1>O.Cl>[Cl:5][C:6]1[S:10][C:9]([S:11](=[O:13])(=[O:14])[NH2:12])=[C:8]([C:15]([N:17]=[N+:18]=[N-:1])=[O:16])[CH:7]=1 |f:0.1|. Procedure: A solution of sodium nitrite (3.0 g; 43.4 mmol) in 20 ml of water was added dropwise with stirring at 0° C. to a solution of 5-chloro-2-sulfamoylthiophene-3-carbohydrazide (10.0 g; 39.1 mmol) in 80 ml of 1M hydrochloric acid and the mixture was stirred for 15 min. The precipitate was isolated by filtration, washed with water and dried to give 9.93 g (96%) of the title compound; 1H-NMR (DMSO-d6): δ 7.55 (s, 1H), 7.97 (br. s, 2H, NH2). Starting materials: O=C([O-])O, CC#N, CCOC(C)=O, Cc1ccn(-c2nsc3ccc([N+](=O)[O-])cc23)n1, [Na+], O. Product: Cc1ccn(-c2nsc3ccc(N)cc23)n1. RXN SMILES: [C:19](=[O:20])([OH:21])[O-:22].[CH3:24][C:25]#[N:26].[CH3:28][CH2:29][O:30][C:31](=[O:32])[CH3:33].[N+:1]([O-:2])(=[O:3])[c:4]1[cH:5][cH:6][c:7]2[c:8]([c:9](-[n:12]3[n:13][c:14]([CH3:17])[cH:15][cH:16]3)[n:10][s:11]2)[cH:18]1.[Na+:23].[OH2:27]>>[NH2:1][c:4]1[cH:5][cH:6][c:7]2[c:8]([c:9](-[n:12]3[n:13][c:14]([CH3:17])[cH:15][cH:16]3)[n:10][s:11]2)[cH:18]1. The reactants are O=S(=O)(Cl)c1ccccc1, Nc1cc(C(F)(F)F)ccc1-c1cc(Oc2ccc3cccnc3c2)ncn1. The product is O=S(=O)(Nc1cc(C(F)(F)F)ccc1-c1cc(Oc2ccc3cccnc3c2)ncn1)c1ccccc1. Reaction SMILES: [c:29]1([S:35](=[O:36])(=[O:37])[Cl:38])[cH:30][cH:31][cH:32][cH:33][cH:34]1.[n:1]1[cH:2][cH:3][cH:4][c:5]2[cH:6][cH:7][c:8]([O:11][c:12]3[cH:13][c:14](-[c:18]4[c:19]([NH2:28])[cH:20][c:21]([C:24]([F:25])([F:26])[F:27])[cH:22][cH:23]4)[n:15][cH:16][n:17]3)[cH:9][c:10]12>>[n:1]1[cH:2][cH:3][cH:4][c:5]2[cH:6][cH:7][c:8]([O:11][c:12]3[cH:13][c:14](-[c:18]4[c:19]([NH:28][S:35]([c:29]5[cH:30][cH:31][cH:32][cH:33][cH:34]5)(=[O:36])=[O:37])[cH:20][c:21]([C:24]([F:25])([F:26])[F:27])[cH:22][cH:23]4)[n:15][cH:16][n:17]3)[cH:9][c:10]12. The reactants are COC(=O)CCS(=O)(=O)N1Cc2c(F)cccc2C=C1Cc1ccccc1, CCOCC, CCO. Yields the product COC(=O)CCS(=O)(=O)N1Cc2c(F)cccc2CC1Cc1ccccc1. Reaction SMILES: [CH2:1]([c:2]1[cH:3][cH:4][cH:5][cH:6][cH:7]1)[C:8]1=[CH:17][c:16]2[c:11]([c:12]([F:18])[cH:13][cH:14][cH:15]2)[CH2:10][N:9]1[S:19](=[O:20])(=[O:21])[CH2:22][CH2:23][C:24](=[O:25])[O:26][CH3:27].[CH3:28][CH2:29][O:30][CH2:31][CH3:32].[CH3:33][CH2:34][OH:35]>>[CH2:1]([c:2]1[cH:3][cH:4][cH:5][cH:6][cH:7]1)[CH:8]1[N:9]([S:19](=[O:20])(=[O:21])[CH2:22][CH2:23][C:24](=[O:25])[O:26][CH3:27])[CH2:10][c:11]2[c:12]([F:18])[cH:13][cH:14][cH:15][c:16]2[CH2:17]1.